This data is from the Open Reaction Database (ORD), a public repository of structured organic reaction records. The task is: describe an organic reaction: reactants, conditions, products, and yield Starting materials: CCCBr, O=C([O-])[O-], [K+], [K+], CN(C)C=O, O, CC(=O)NC(C)c1cc2cc(CCc3ccc(O)cc3)ccc2o1. The product is CCCOc1ccc(CCc2ccc3oc(C(C)NC(C)=O)cc3c2)cc1. Reaction SMILES: [Br:25][CH2:26][CH2:27][CH3:28].[C:29](=[O:30])([O-:31])[O-:32].[K+:33].[K+:34].[O:36]=[CH:37][N:38]([CH3:39])[CH3:40].[OH2:35].[OH:1][c:2]1[cH:3][cH:4][c:5]([CH2:8][CH2:9][c:10]2[cH:11][cH:12][c:13]3[c:14]([cH:15][c:16]([CH:18]([CH3:19])[NH:20][C:21]([CH3:22])=[O:23])[o:17]3)[cH:24]2)[cH:6][cH:7]1>>[O:1]([c:2]1[cH:3][cH:4][c:5]([CH2:8][CH2:9][c:10]2[cH:11][cH:12][c:13]3[c:14]([cH:15][c:16]([CH:18]([CH3:19])[NH:20][C:21]([CH3:22])=[O:23])[o:17]3)[cH:24]2)[cH:6][cH:7]1)[CH2:26][CH2:27][CH3:28]. Starting materials: C(C)(=O)NC(C1=CC=CC=C1)C1=NC2=C(N1)C=CC(=C2)Cl (N-acetyl-1-(5-chloro-1H-benzimidazol-2-yl)-1-phenylmethylamine), Cl (hydrochloric acid). The solvent is C(C)O (ethanol). Run at temperature 50 celsius. Yields the product ClC1=CC2=C(NC(=N2)C(C2=CC=CC=C2)N)C=C1 (1-(5-chloro-1H-benzimidazol-2-yl)-1-phenyl-methylamine). As a reaction SMILES: C([NH:4][CH:5]([C:12]1[NH:16][C:15]2[CH:17]=[CH:18][C:19]([Cl:21])=[CH:20][C:14]=2[N:13]=1)[C:6]1[CH:11]=[CH:10][CH:9]=[CH:8][CH:7]=1)(=O)C.Cl>C(O)C>[Cl:21][C:19]1[CH:18]=[CH:17][C:15]2[NH:16][C:12]([CH:5]([NH2:4])[C:6]3[CH:11]=[CH:10][CH:9]=[CH:8][CH:7]=3)=[N:13][C:14]=2[CH:20]=1. Reported procedure: 1.34 g (4.47 mmol) N-acetyl-1-(5-chloro-1H-benzimidazol-2-yl)-1-phenylmethylamine in 9 ml of ethanol are combined with 18 ml of conc. hydrochloric acid and heated to 50° C. for 2 days. The reaction mixture is evaporated down i. vac. and twice taken up in ethanol and evaporated down again.